Dataset: the Open Reaction Database (ORD), a public repository of structured organic reaction records. Task: describe an organic reaction: reactants, conditions, products, and yield Starting materials: ClC1=C(C=C(N)C=C1)C1=NC=CC=C1 (4-chloro-3-(pyridin-2-yl)aniline), N1(N=NN=C1)C1=CC=C(C(=O)O)C=C1 (4-(1H-tetrazol-1-yl)benzoic acid). The product is ClC1=C(C=C(C=C1)NC(C1=CC=C(C=C1)N1N=NN=C1)=O)C1=NC=CC=C1 (N-(4-chloro-3-(pyridin-2-yl)phenyl)-4-(1H-tetrazol-1-yl)benzamide). As a reaction SMILES: [Cl:1][C:2]1[CH:8]=[CH:7][C:5]([NH2:6])=[CH:4][C:3]=1[C:9]1[CH:14]=[CH:13][CH:12]=[CH:11][N:10]=1.[N:15]1([C:20]2[CH:28]=[CH:27][C:23]([C:24](O)=[O:25])=[CH:22][CH:21]=2)[CH:19]=[N:18][N:17]=[N:16]1>>[Cl:1][C:2]1[CH:8]=[CH:7][C:5]([NH:6][C:24](=[O:25])[C:23]2[CH:27]=[CH:28][C:20]([N:15]3[CH:19]=[N:18][N:17]=[N:16]3)=[CH:21][CH:22]=2)=[CH:4][C:3]=1[C:9]1[CH:14]=[CH:13][CH:12]=[CH:11][N:10]=1. Procedure: Procedure G was used to couple 4-chloro-3-(pyridin-2-yl)aniline (50 mg) and 4-(1H-tetrazol-1-yl)benzoic acid to yield N-(4-chloro-3-(pyridin-2-yl)phenyl)-4-(1H-tetrazol-1-yl)benzamide. MS (Q1) 421.0 (M)+. Starting materials: NO.Cl (NH2OH.HCl), C(=O)([O-])[O-].[K+].[K+] (K2CO3), O1C(=CC=2C=NC=CC21)C#N (furo[3,2-c]pyridine-2-carbonitrile). Run in O (H2O), CCO (EtOH). Reaction conditions: temperature 70 celsius. The product is ONC(=N)C1=CC=2C=NC=CC2O1 (N-Hydroxyfuro[3,2-c]pyridine-2-carboxamidine). Reaction SMILES: [NH2:1][OH:2].Cl.C([O-])([O-])=O.[K+].[K+].[O:10]1[C:18]2[CH:17]=[CH:16][N:15]=[CH:14][C:13]=2[CH:12]=[C:11]1[C:19]#[N:20]>O.CCO>[OH:2][NH:1][C:19]([C:11]1[O:10][C:18]2[CH:17]=[CH:16][N:15]=[CH:14][C:13]=2[CH:12]=1)=[NH:20] |f:0.1,2.3.4|. Procedure: A solution of NH2OH.HCl (1.22 g, 17.5 mmol) and K2CO3 (1.21 g, 8.75 mmol) in H2O (3 mL) was added to a stirred solution of furo[3,2-c]pyridine-2-carbonitrile (1.26 g, 8.75 mmol) in EtOH (6 mL). The reaction was heated to 70° C. for 2 h, before being concentrated in vacuo. The remainder was partitioned between EtOAc and H2O. The aqueous phase was extracted with EtOAc (8×), then the combined organic extracts were washed with brine, back-extracting with EtOAc (4×). The combined organic extracts wer... Reactants: ClC=1C(N(N=CC1NCC(C)Cl)C)=O (4-chloro-5-(2-chloropropylamino)-2-methyl-2H-pyridazine-3-one), [I-].[K+] (potassium iodide), FC1=CC2=C(C(=NO2)C2CCNCC2)C=C1 (6-fluoro-3-piperidine-4-yl-1,2-benzisoxazole), C([O-])([O-])=O.[K+].[K+] (potassium carbonate). Product: ClC=1C(N(N=CC1NCCCN1CCC(CC1)C1=NOC2=C1C=CC(=C2)F)C)=O (4-chloro-5-{3-[4-(6-fluoro-1,2-benzisoxazole-3-yl)-piperidine-1-yl]-propylamino}-2-methyl-2H-pyridazine-3-one). Reaction conditions: time 24 hour. Run in C(C)#N (acetonitrile). Reported procedure: 2.4 g (10 millimoles) of 4-chloro-5-(2-chloropropylamino)-2-methyl-2H-pyridazine-3-one, 40 ml of acetonitrile, 2.46 g (11 millimoles) of 6-fluoro-3-piperidine-4-yl-1,2-benzisoxazole, 2.8 g of potassium carbonate and 0.18 g potassium iodide are admixed. The reaction mixture is heated to boiling under stirring for 24 hours, cooled to room temperature and filtered. The filtered product is suspended in 100 ml of water under stirring and refiltered. The crude product is recrystallized from acetonitri... Reaction SMILES: [Cl:1][C:2]1[C:3](=[O:14])[N:4]([CH3:13])[N:5]=[CH:6][C:7]=1[NH:8][CH2:9][CH:10](Cl)[CH3:11].[F:15][C:16]1[CH:30]=[CH:29][C:19]2[C:20]([CH:23]3[CH2:28][CH2:27][NH:26][CH2:25][CH2:24]3)=[N:21][O:22][C:18]=2[CH:17]=1.C(=O)([O-])[O-].[K+].[K+].[I-].[K+]>C(#N)C>[Cl:1][C:2]1[C:3](=[O:14])[N:4]([CH3:13])[N:5]=[CH:6][C:7]=1[NH:8][CH2:9][CH2:10][CH2:11][N:26]1[CH2:25][CH2:24][CH:23]([C:20]2[C:19]3[CH:29]=[CH:30][C:16]([F:15])=[CH:17][C:18]=3[O:22][N:21]=2)[CH2:28][CH2:27]1 |f:2.3.4,5.6|. Yield: 57.2%. Starting materials: COC(=O)C1CCC2(C=C(c3nc(-n4nnnc4C(F)(F)F)ccc3OC)CO2)C1c1ccc(F)cc1, CO, [OH-], [OH-], [Pd+2]. Product: COC(=O)C1CCC2(CC(c3nc(-n4nnnc4C(F)(F)F)ccc3OC)CO2)C1c1ccc(F)cc1. As a reaction SMILES: [CH3:1][O:2][C:3](=[O:4])[CH:5]1[CH:6]([c:31]2[cH:32][cH:33][c:34]([F:37])[cH:35][cH:36]2)[C:7]2([CH:8]=[C:9]([c:12]3[n:13][c:14](-[n:20]4[n:21][n:22][n:23][c:24]4[C:25]([F:26])([F:27])[F:28])[cH:15][cH:16][c:17]3[O:18][CH3:19])[CH2:10][O:11]2)[CH2:29][CH2:30]1.[CH3:38][OH:39].[OH-:40].[OH-:42].[Pd+2:41]>>[CH3:1][O:2][C:3](=[O:4])[CH:5]1[CH:6]([c:31]2[cH:32][cH:33][c:34]([F:37])[cH:35][cH:36]2)[C:7]2([CH2:8][CH:9]([c:12]3[n:13][c:14](-[n:20]4[n:21][n:22][n:23][c:24]4[C:25]([F:26])([F:27])[F:28])[cH:15][cH:16][c:17]3[O:18][CH3:19])[CH2:10][O:11]2)[CH2:29][CH2:30]1. Starting materials: N(N)C=1SC2=C(N1)C=CC=C2 (2-hydrazino-1,3-benzothiazole), acetoacetic ester, O (water). The solvent is C(C)(=O)O (acetic acid). Product: S1C(=NC2=C1C=CC=C2)N2N=C(CC2=O)C (2-(1,3-benzothiazol-2-yl)-5-methyl-2,4-dihydro-3H-pyrazol-3-one). Reaction SMILES: [NH:1]([C:3]1[S:4][C:5]2[CH:11]=[CH:10][CH:9]=[CH:8][C:6]=2[N:7]=1)[NH2:2].[OH2:12]>C(O)(=O)C>[S:4]1[C:5]2[CH:11]=[CH:10][CH:9]=[CH:8][C:6]=2[N:7]=[C:3]1[N:1]1[C:8](=[O:12])[CH2:6][C:5]([CH3:11])=[N:2]1. Reported procedure: 2 g (12.1 mmol) of 2-hydrazino-1,3-benzothiazole and 1.58 g (12.1 mmol) of acetoacetic ester are stirred in 40 ml of glacial acetic acid for 2 hours at 90° C. The mixture is then diluted with water and the precipitated crystals are filtered off with suction, washed again with water and dried under reduced pressure. The reactants are C(C)(C)(C)OC(=O)N1CCNCC1 (N-tert-butoxycarbonylpiperazine), FC(C(=O)O)(F)F.ClC=1C=NC=2NC=3C=CC=C(CCC4=CC(=CC(NC1N2)=C4)CO)C3 ([6-chloro-2,4,8,22-tetraazatetracyclo[14.3.1.1(3,7).1(9,13)]docosa-1(20),3(22),4,6,9(21),10,12,16,18-nonaen-11-yl]methanol trifluoroacetate), CS(=O)(=O)Cl (methanesulfonyl chloride), C(C)(C)N(C(C)C)CC (N,N-diisopropylethylamine), C(C)(C)N(C(C)C)CC (N,N-diisopropylethylamine). Run in CN(C)C=O (DMF), C1CCOC1 (THF), Cl (HCl), C(C)(=O)OCC (ethyl acetate). Conditions: time 2 hour. Product: ClC=1C=NC=2NC=3C=CC=C(CCC4=CC(=CC(NC1N2)=C4)CN4CCN(CC4)C(=O)OC(C)(C)C)C3 (tert-Butyl 4-{[6-chloro-2,4,8,22-tetraazatetracyclo[14.3.1.1(3,7).1(9,13)]docosa-1(20),3(22),4,6,9(21),10,12,16,18-nonaen-11-yl]methyl}piperazine-1-carboxylate). The yield is 50.4%. RXN SMILES: FC(F)(F)C(O)=O.[Cl:8][C:9]1[CH:10]=[N:11][C:12]2[NH:13][C:14]3[CH:15]=[CH:16][CH:17]=[C:18]([CH:32]=3)[CH2:19][CH2:20][C:21]3[CH:29]=[C:25]([NH:26][C:27]=1[N:28]=2)[CH:24]=[C:23]([CH2:30]O)[CH:22]=3.CS(Cl)(=O)=O.C(N(CC)C(C)C)(C)C.[C:47]([O:51][C:52]([N:54]1[CH2:59][CH2:58][NH:57][CH2:56][CH2:55]1)=[O:53])([CH3:50])([CH3:49])[CH3:48]>C1COCC1.CN(C=O)C.Cl.C(OCC)(=O)C>[Cl:8][C:9]1[CH:10]=[N:11][C:12]2[NH:13][C:14]3[CH:15]=[CH:16][CH:17]=[C:18]([CH:32]=3)[CH2:19][CH2:20][C:21]3[CH:29]=[C:25]([NH:26][C:27]=1[N:28]=2)[CH:24]=[C:23]([CH2:30][N:57]1[CH2:56][CH2:55][N:54]([C:52]([O:51][C:47]([CH3:50])([CH3:49])[CH3:48])=[O:53])[CH2:59][CH2:58]1)[CH:22]=3 |f:0.1|. Procedure details: To a solution of [6-chloro-2,4,8,22-tetraazatetracyclo[14.3.1.1(3,7).1(9,13)]docosa-1(20),3(22),4,6,9(21),10,12,16,18-nonaen-11-yl]methanol trifluoroacetate (0.731 g, 1.56 mmol) in THF (15 mL) was added methanesulfonyl chloride (151 μL, 1.95 mmol) and N,N-diisopropylethylamine (0.93 mL, 5.32 mmol) at 0° C. The resulting reaction solution was stirred at same temperature for 2 hours. The reaction solution was diluted with DMF (8 mL) and N-tert-butoxycarbonylpiperazine (396 mg, 2.13 mmol) was added... Starting materials: CS(=O)(=O)OC1CC2OC(OC(C1)C2)COS(=O)(=O)C (7-methylsulphonyloxy-3-methylsulphonyloxymethyl-2,4-dioxabicyclo[3,3,1]nonane), [F-].C(CCC)[N+](CCCC)(CCCC)CCCC (tetrabutylammonium fluoride), C([O-])(O)=O.[Na+] (sodium bicarbonate), [Cl-].[Na+] (sodium chloride). Run in CCOCC (ether), C(Cl)Cl (methylene chloride), CN(C=O)C (dimethyl formamide), O (water). Product: CS(=O)(=O)OCC1OC2CC=CC(O1)C2 (racemic 3-methylsulphonyloxymethyl-2,4-dioxabicyclo[3,3,1]non-6-ene). Reaction SMILES: CS(O[CH:6]1[CH2:13][CH:12]2[CH2:14][CH:8]([O:9][CH:10]([CH2:15][O:16][S:17]([CH3:20])(=[O:19])=[O:18])[O:11]2)[CH2:7]1)(=O)=O.[F-].C([N+](CCCC)(CCCC)CCCC)CCC.C(=O)(O)[O-].[Na+].[Cl-].[Na+]>CN(C)C=O.O.CCOCC.C(Cl)Cl>[CH3:20][S:17]([O:16][CH2:15][CH:10]1[O:11][CH:12]2[CH2:14][CH:8]([CH2:7][CH:6]=[CH:13]2)[O:9]1)(=[O:18])=[O:19] |f:1.2,3.4,5.6|. Procedure details: A solution of 660 mg of 7-methylsulphonyloxy-3-methylsulphonyloxymethyl-2,4-dioxabicyclo[3,3,1]nonane of the formula IIb and 1.4 g of tetrabutylammonium fluoride in 7.5 ml of dimethyl formamide is heated under nitrogen for 7 hours to 60°C. The cooled reaction mixture is treated with 20 ml of methylene chloride and 80 ml of ether and shaken successively with 80 ml of an 8% sodium bicarbonate solution, 100 ml of water and 50 ml of sodium chloride solution. The aqueous layers are extracted separate... Product: CC(n1ccn(-c2ccc(-n3cnnn3)cc2)c1=O)C1(c2ccccc2F)CO1. Reaction SMILES: [C:35](=[O:36])([O-:37])[O-:38].[CH3:41][N:42]([CH3:43])[CH:44]=[O:45].[CH3:46][CH2:47][O:48][C:49](=[O:50])[CH3:51].[F:1][c:2]1[c:3]([C:8]([CH:9]([CH3:10])[n:11]2[c:12](=[O:27])[n:13](-[c:16]3[cH:17][cH:18][c:19](-[n:22]4[n:23][n:24][n:25][cH:26]4)[cH:20][cH:21]3)[cH:14][cH:15]2)([CH2:28][O:29][S:31]([CH3:32])(=[O:33])=[O:34])[OH:30])[cH:4][cH:5][cH:6][cH:7]1.[K+:39].[K+:40]>>[F:1][c:2]1[c:3]([C:8]2([CH:9]([CH3:10])[n:11]3[c:12](=[O:27])[n:13](-[c:16]4[cH:17][cH:18][c:19](-[n:22]5[n:23][n:24][n:25][cH:26]5)[cH:20][cH:21]4)[cH:14][cH:15]3)[CH2:28][O:29]2)[cH:4][cH:5][cH:6][cH:7]1. Starting materials: O=C([O-])[O-], CN(C)C=O, CCOC(C)=O, CC(n1ccn(-c2ccc(-n3cnnn3)cc2)c1=O)C(O)(COS(C)(=O)=O)c1ccccc1F, [K+], [K+]. The reactants are BrC1=CC(=C(C(=N1)C)NC(CC(C)(C)C)=O)C (N-(6-bromo-2,4-dimethylpyridin-3-yl)-3,3-dimethylbutanamide), FC(C=1C=C2CCNCC2=CC1)(F)F (6-trifluoromethyl-1,2,3,4-tetrahydroisoquinoline), tris(dichlorobenzylidenacetone)palladium (0), C1(CCCCC1)P(C1=C(C=CC=C1)C1=C(C=CC=C1)N(C)C)C1CCCCC1 (2-dicyclohexylphosphino-2′-(N,N-dimethylamino)biphenyl), CC(C)([O-])C.[K+] (potassium tert-butoxide). Run in C1(=CC=CC=C1)C (toluene). Conditions: temperature 100 celsius. The product is CC1=NC(=CC(=C1NC(CC(C)(C)C)=O)C)N1CC2=CC=C(C=C2CC1)C(F)(F)F (N-(2,4-dimethyl-6-(6-(trifluoromethyl)-3,4-dihydroisoquinolin-2(1H)-yl)pyridin-3-yl)-3,3-dimethylbutanamide). The yield is 62.4%. RXN SMILES: Br[C:2]1[N:7]=[C:6]([CH3:8])[C:5]([NH:9][C:10](=[O:16])[CH2:11][C:12]([CH3:15])([CH3:14])[CH3:13])=[C:4]([CH3:17])[CH:3]=1.[F:18][C:19]([F:31])([F:30])[C:20]1[CH:21]=[C:22]2[C:27](=[CH:28][CH:29]=1)[CH2:26][NH:25][CH2:24][CH2:23]2.C1(P(C2CCCCC2)C2C=CC=CC=2C2C=CC=CC=2N(C)C)CCCCC1.CC(C)([O-])C.[K+]>C1(C)C=CC=CC=1>[CH3:8][C:6]1[C:5]([NH:9][C:10](=[O:16])[CH2:11][C:12]([CH3:15])([CH3:14])[CH3:13])=[C:4]([CH3:17])[CH:3]=[C:2]([N:25]2[CH2:24][CH2:23][C:22]3[C:27](=[CH:28][CH:29]=[C:20]([C:19]([F:18])([F:31])[F:30])[CH:21]=3)[CH2:26]2)[N:7]=1 |f:3.4|. Procedure details: In a tube, a mixture of 1d (0.374 g, 1.25 mmol), 6-trifluoromethyl-1,2,3,4-tetrahydroisoquinoline (0.301 g, 1.5 mmol) in toluene (15 ml) was degassed by nitrogen flow for 15 minutes. To this mixture was added tris(dichlorobenzylidenacetone)palladium (0) (0.037 g, 0.04 mmol), 2-dicyclohexylphosphino-2′-(N,N-dimethylamino)biphenyl (0.06 g, 0.15 mmol) and potassium tert-butoxide (0.336 g, 3.0 mmol). The tube was heated under microwave irradiation (Biotage Initiator®) for 6 hour at 100° C. The react...